From a dataset of the Open Reaction Database (ORD), a public repository of structured organic reaction records. describe an organic reaction: reactants, conditions, products, and yield Starting materials: ClC1=C(C(=CC=C1)Cl)CS(=O)(=O)C=1C=C2/C(/C(NC2=CC1)=O)=C/C1=C(C(=C(N1)C)C(=O)O)C (5-[5-(2,6-dichloro-phenylmethanesulfonyl)-2-oxo-1,2-dihydro-indol-(3Z)-ylidenemethyl]-2,4-dimethyl-1H-pyrrole-3-carboxylic acid), C=1C=CC2=C(C1)N=NN2O (HOBt), CCN=C=NCCCN(C)C.Cl (EDAC.HCl), NC(CO)(CO)C (2-amino-2-methyl-propane-1,3-diol), TEA. Run in CN(C)C=O (DMF). Conditions: time 8 day. Product: OCC(C)(CO)NC(=O)C1=C(NC(=C1C)\C=C\1/C(NC2=CC=C(C=C12)S(=O)(=O)CC1=C(C=CC=C1Cl)Cl)=O)C (5-[5-(2,6-Dichloro-phenylmethanesulfonyl)-2-oxo-1,2-dihydro-indol-(3Z)-ylidenemethyl]-2,4-dimethyl-1H-pyrrole-3-carboxylic acid (2-Hydroxy-1-hydroxymethyl-1-methyl-ethyl)-amide). RXN SMILES: [Cl:1][C:2]1[CH:7]=[CH:6][CH:5]=[C:4]([Cl:8])[C:3]=1[CH2:9][S:10]([C:13]1[CH:14]=[C:15]2[C:19](=[CH:20][CH:21]=1)[NH:18][C:17](=[O:22])/[C:16]/2=[CH:23]\[C:24]1[NH:28][C:27]([CH3:29])=[C:26]([C:30](O)=[O:31])[C:25]=1[CH3:33])(=[O:12])=[O:11].C1C=CC2N(O)N=NC=2C=1.CCN=C=NCCCN(C)C.Cl.[NH2:56][C:57]([CH3:62])([CH2:60][OH:61])[CH2:58][OH:59]>CN(C=O)C>[OH:59][CH2:58][C:57]([NH:56][C:30]([C:26]1[C:25]([CH3:33])=[C:24](/[CH:23]=[C:16]2\[C:17](=[O:22])[NH:18][C:19]3[C:15]\2=[CH:14][C:13]([S:10]([CH2:9][C:3]2[C:2]([Cl:1])=[CH:7][CH:6]=[CH:5][C:4]=2[Cl:8])(=[O:12])=[O:11])=[CH:21][CH:20]=3)[NH:28][C:27]=1[CH3:29])=[O:31])([CH2:60][OH:61])[CH3:62] |f:2.3|. Procedure details: To a mixture of 5-[5-(2,6-dichloro-phenylmethanesulfonyl)-2-oxo-1,2-dihydro-indol-(3Z)-ylidenemethyl]-2,4-dimethyl-1H-pyrrole-3-carboxylic acid (100 mg, 0.19 mmol), HOBt (31 mg, 1.2 eq.), EDAC.HCl (44 mg, 1.2 eq.) and 2-amino-2-methyl-propane-1,3-diol (49 mg, 1.1 eq.) in DMF (2 mL) was added TEA (0.066 mL, 2.5 eq.). After stirring at rt for 8 days, the reaction was concentrated, diluted with DCM and then added solid sodium bicarbonate. After stirring at rt for 15 mins, the resulted suspension wa... Starting materials: C1CCNC1, CC#N, CCn1cc(C(=O)O)c(=O)c2cc(F)c(Cl)nc21. The product is CCn1cc(C(=O)O)c(=O)c2cc(F)c(N3CCCC3)nc21. As a reaction SMILES: [CH2:19]1[CH2:20][CH2:21][NH:22][CH2:23]1.[CH3:24][C:25]#[N:26].[Cl:1][c:2]1[c:3]([F:18])[cH:4][c:5]2[c:6](=[O:17])[c:7]([C:14](=[O:15])[OH:16])[cH:8][n:9]([CH2:12][CH3:13])[c:10]2[n:11]1>>[c:2]1([N:22]2[CH2:21][CH2:20][CH2:19][CH2:23]2)[c:3]([F:18])[cH:4][c:5]2[c:6](=[O:17])[c:7]([C:14](=[O:15])[OH:16])[cH:8][n:9]([CH2:12][CH3:13])[c:10]2[n:11]1.